Dataset: the Open Reaction Database (ORD), a public repository of structured organic reaction records. Task: describe an organic reaction: reactants, conditions, products, and yield Reactants: C1OC=2C=C(CNCC(OC)OC)C=CC2O1 ((3,4-Methylenedioxybenzyl)-(2,2-dimethoxyethyl)amine), C(C1=CC(OC)=C(OC)C=C1)=O (veratraldehyde), Cl (HCl). Conditions: temperature 100 celsius, time 3 hour. Yields the product Cl.COC=1C(=CC=2CC3=C(N=CC4=CC5=C(C=C34)OCO5)C2C1)OC (8,9-Dimethoxy-2,3-methylenedioxy-11H-indeno [1,2-c]isoquinoline hydrochloride). Reaction SMILES: [CH2:1]1[O:17][C:16]2[CH:15]=[CH:14][C:5]([CH2:6][NH:7][CH2:8][CH:9](OC)OC)=[CH:4][C:3]=2[O:2]1.[CH:18](=O)[C:19]1[CH:28]=[CH:27][C:24]([O:25][CH3:26])=[C:21]([O:22][CH3:23])[CH:20]=1.[ClH:30]>>[ClH:30].[CH3:23][O:22][C:21]1[C:24]([O:25][CH3:26])=[CH:27][C:28]2[CH2:19][C:18]3[C:14]4[C:5](=[CH:4][C:3]5[O:2][CH2:1][O:17][C:16]=5[CH:15]=4)[CH:6]=[N:7][C:8]=3[C:9]=2[CH:20]=1 |f:3.4|. Reported procedure: Concentrated HCl (20 mL) was added to a mixture of (3,4-methylenedioxybenzyl)-(2,2-dimethoxyethyl)amine (12b, 1.79 g, 7.49 mmol) and veratraldehyde (10a, 3.04 g, 0.018 mol). The reaction mixture was stirred at 100° C. for 3 h. The reaction mixture was then cooled and washed with ether (50 mL×3). Then it was brought to a basic pH with NH4OH. The mixture was extracted with chloroform (50 mL×4), washed with water (100 mL), dried (Na2SO4) and concentrated. The residue was dissolved in an organic sol... Reactants: C(C)OC1=CC2=C(N(C(N2C2CCCCC2)=O)S(=O)(=O)C2=C(C=C(C=C2)NC(=O)OC2=CC=CC=C2)OC)C=C1 (5-Ethoxy-1,3-dihydro-1-[2-methoxy-4-phenoxycarbonylaminobenzenesulfonyl]-3-cyclohexyl-2H-benzimidazol-2-one), CNC(C)(C)C (N-methyl-tert-butylamine). Run in C(Cl)Cl (DCM). Run at time 2 hour. The product is C(C)(C)(C)N(C(NC1=CC(=C(C=C1)S(=O)(=O)N1C(N(C2=C1C=CC(=C2)OCC)C2CCCCC2)=O)OC)=O)C (1-[4-(N'-tert-Butyl-N'-methylureido)-2-methoxybenzenesulfonyl]-3-cyclohexyl-5-ethoxy-1,3-dihydro-2H-benzimidazol-2-one). RXN SMILES: [CH2:1]([O:3][C:4]1[CH:40]=[CH:39][C:7]2[N:8]([S:18]([C:21]3[CH:26]=[CH:25][C:24]([NH:27][C:28]([O:30]C4C=CC=CC=4)=O)=[CH:23][C:22]=3[O:37][CH3:38])(=[O:20])=[O:19])[C:9](=[O:17])[N:10]([CH:11]3[CH2:16][CH2:15][CH2:14][CH2:13][CH2:12]3)[C:6]=2[CH:5]=1)[CH3:2].[CH3:41][NH:42][C:43]([CH3:46])([CH3:45])[CH3:44]>C(Cl)Cl>[C:43]([N:42]([CH3:41])[C:28](=[O:30])[NH:27][C:24]1[CH:25]=[CH:26][C:21]([S:18]([N:8]2[C:7]3[CH:39]=[CH:40][C:4]([O:3][CH2:1][CH3:2])=[CH:5][C:6]=3[N:10]([CH:11]3[CH2:12][CH2:13][CH2:14][CH2:15][CH2:16]3)[C:9]2=[O:17])(=[O:19])=[O:20])=[C:22]([O:37][CH3:38])[CH:23]=1)([CH3:46])([CH3:45])[CH3:44]. Procedure details: A mixture of 0.5 g of the compound obtained in EXAMPLE 16 step A), 1 ml of N-methyl-tert-butylamine and 20 ml of DCM is stirred for 2 hours at RT. The solvent is evaporated off under vacuum and the residue is chromatographed on silica using a DCM/AcOEt mixture (95/5; v/v) as the eluent to give 0.13 g of the expected product after crystallization from an iso ether/ AcOEt mixture (65/35; v/v). M.p.=208° C. Starting materials: O=C1CCC(=O)N1Cl, ClCCl, CC1CN(C(=O)C(F)(F)F)CCc2ccc(Cl)cc21, O, O=S(=O)(O)C(F)(F)F. Yields the product CC1CN(C(=O)C(F)(F)F)CCc2ccc(Cl)c(Cl)c21. RXN SMILES: [Cl:20][N:21]1[C:22](=[O:23])[CH2:24][CH2:25][C:26]1=[O:27].[Cl:36][CH2:37][Cl:38].[F:1][C:2]([C:3](=[O:4])[N:5]1[CH2:6][CH2:7][c:8]2[c:9]([cH:13][c:14]([Cl:17])[cH:15][cH:16]2)[CH:10]([CH3:12])[CH2:11]1)([F:18])[F:19].[OH2:39].[OH:28][S:29]([C:30]([F:31])([F:32])[F:33])(=[O:34])=[O:35]>>[F:1][C:2]([C:3](=[O:4])[N:5]1[CH2:6][CH2:7][c:8]2[c:9]([c:13]([Cl:20])[c:14]([Cl:17])[cH:15][cH:16]2)[CH:10]([CH3:12])[CH2:11]1)([F:18])[F:19]. Starting materials: CCN(CC)CCNC(=O)c1c(C)[nH]c(C=O)c1C, C1CCNCC1, CCO, O=C1Cc2cc(Cl)ccc2N1. Product: CCN(CC)CCNC(=O)c1c(C)[nH]c(C=C2C(=O)Nc3ccc(Cl)cc32)c1C. Reaction SMILES: [CH2:12]([CH3:13])[N:14]([CH2:15][CH2:16][NH:17][C:18](=[O:19])[c:20]1[c:21]([CH3:28])[nH:22][c:23]([CH:26]=[O:27])[c:24]1[CH3:25])[CH2:29][CH3:30].[CH2:31]1[CH2:32][CH2:33][NH:34][CH2:35][CH2:36]1.[CH3:37][CH2:38][OH:39].[Cl:1][c:2]1[cH:3][c:4]2[c:8]([cH:9][cH:10]1)[NH:7][C:6](=[O:11])[CH2:5]2>>[Cl:1][c:2]1[cH:3][c:4]2[c:8]([cH:9][cH:10]1)[NH:7][C:6](=[O:11])[C:5]2=[CH:26][c:23]1[nH:22][c:21]([CH3:28])[c:20]([C:18]([NH:17][CH2:16][CH2:15][N:14]([CH2:12][CH3:13])[CH2:29][CH3:30])=[O:19])[c:24]1[CH3:25]. Solvent: O1CCCC1 (tetrahydrofuran), Cl (HCl). Product: ClC1=CC=C(C=C1)C1=C(CCC(C1)(C)C)CN1CCN(CC1)C1=CC(=C(C(=O)NS(=O)(=O)C2=CC(=C(C=C2)NC2CCN(CC2)C)[N+](=O)[O-])C=C1)OC1=CC(=CC=C1)O (4-(4-{[2-(4-chlorophenyl)-4,4-dimethylcyclohex-1-en-1-yl]methyl}piperazin-1-yl)-2-(3-hydroxyphenoxy)-N-({4-[(1-methylpiperidin-4-yl)amino]-3-nitrophenyl}sulfonyl)benzamide). Reactants: ClC1=CC=C(C=C1)C1=C(CCC(C1)(C)C)CN1CCN(CC1)C1=CC(=C(C(=O)NS(=O)(=O)C2=CC(=C(C=C2)NC2CCN(CC2)C)[N+](=O)[O-])C=C1)OC1=CC(=CC=C1)OCOC (4-(4-((2-(4-chlorophenyl)-4,4-dimethylcyclohex-1-enyl)methyl)piperazin-1-yl)-2-(3-(methoxymethoxy)phenoxy)-N-(4-(1-methylpiperidin-4-ylamino)-3-nitrophenylsulfonyl)benzamide). RXN SMILES: [Cl:1][C:2]1[CH:7]=[CH:6][C:5]([C:8]2[CH2:13][C:12]([CH3:15])([CH3:14])[CH2:11][CH2:10][C:9]=2[CH2:16][N:17]2[CH2:22][CH2:21][N:20]([C:23]3[CH:51]=[CH:50][C:26]([C:27]([NH:29][S:30]([C:33]4[CH:38]=[CH:37][C:36]([NH:39][CH:40]5[CH2:45][CH2:44][N:43]([CH3:46])[CH2:42][CH2:41]5)=[C:35]([N+:47]([O-:49])=[O:48])[CH:34]=4)(=[O:32])=[O:31])=[O:28])=[C:25]([O:52][C:53]4[CH:58]=[CH:57][CH:56]=[C:55]([O:59]COC)[CH:54]=4)[CH:24]=3)[CH2:19][CH2:18]2)=[CH:4][CH:3]=1>O1CCCC1.Cl>[Cl:1][C:2]1[CH:7]=[CH:6][C:5]([C:8]2[CH2:13][C:12]([CH3:15])([CH3:14])[CH2:11][CH2:10][C:9]=2[CH2:16][N:17]2[CH2:18][CH2:19][N:20]([C:23]3[CH:51]=[CH:50][C:26]([C:27]([NH:29][S:30]([C:33]4[CH:38]=[CH:37][C:36]([NH:39][CH:40]5[CH2:45][CH2:44][N:43]([CH3:46])[CH2:42][CH2:41]5)=[C:35]([N+:47]([O-:49])=[O:48])[CH:34]=4)(=[O:32])=[O:31])=[O:28])=[C:25]([O:52][C:53]4[CH:58]=[CH:57][CH:56]=[C:55]([OH:59])[CH:54]=4)[CH:24]=3)[CH2:21][CH2:22]2)=[CH:4][CH:3]=1. Procedure details: A suspension of EXAMPLE 176E (35.5 mg) in tetrahydrofuran (3 mL) and HCl (1.25M in methanol, 2 mL) was stirred for 1 hour at 60° C. The product was concentrated. The crude product was purified by RP HPLC (C8, 30%-100% CH3CN/water/0.1% TFA) to yield the product. 1H NMR (300 MHz, dimethylsulfoxide-d6) δ 9.31 (s, 1H), 8.10 (s, 1H), 7.66-7.73 (m, 2H), 7.56 (d, 1H), 7.34-7.38 (m, 2H), 7.02-7.09 (m, 2H), 6.95-7.02 (m, 1H), 6.65 (dd, 1H), 6.34 (s, 1H), 6.29 (d, 1H), 6.20 (d, 1H), 6.14 (d, 1H), 4.14 (dd... Reactants: ClC1=CC(=C(C=C1)N1NC=2CCCCC2C1=O)F (2-(4-chloro-2-fluorophenyl)-1,2,4,5,6,7-hexahydro-3H-indazol-3-one), [OH-].[Na+] (sodium hydroxide), S(=O)(=O)(OC)OC (dimethyl sulfate). Run in O1CCCC1 (tetrahydrofuran). Run at time 20 hour. Product: ClC1=CC(=C(C=C1)N1N=C2CCCCC2=C1OC)F (2-(4-chloro-2-fluorophenyl)-4,5,6,7-tetrahydro-3-methoxy-2H-indazole). RXN SMILES: [Cl:1][C:2]1[CH:7]=[CH:6][C:5]([N:8]2[C:16](=[O:17])[C:15]3[CH2:14][CH2:13][CH2:12][CH2:11][C:10]=3[NH:9]2)=[C:4]([F:18])[CH:3]=1.[OH-].[Na+].S(OC)(O[CH3:25])(=O)=O>O1CCCC1>[Cl:1][C:2]1[CH:7]=[CH:6][C:5]([N:8]2[C:16]([O:17][CH3:25])=[C:15]3[C:10]([CH2:11][CH2:12][CH2:13][CH2:14]3)=[N:9]2)=[C:4]([F:18])[CH:3]=1 |f:1.2|. Procedure: A mixture of 2.1 parts of 2-(4-chloro-2-fluorophenyl)-1,2,4,5,6,7-hexahydro-3H-indazol-3-one, 25 parts of tetrahydrofuran and 5 parts of 10% aqueous sodium hydroxide was reacted with 1.29 parts of dimethyl sulfate. The reaction was stirred at ambient temperature for 20 hours and evaporated at 25° and 100 mm. Hg to yield 2.8 parts of a glass. This glass was chromatographed on 75 parts of Mallinckrodt Silicar CC-7 Special silica gel. The benzene eluent gave a solid which was recrystallized from et...